Task: describe an organic reaction: reactants, conditions, products, and yield. Dataset: the Open Reaction Database (ORD), a public repository of structured organic reaction records Starting materials: BrB(Br)Br, CCCCC12CCC(=O)C(C(F)(F)F)=C1c1ccc(OC)c(Cl)c1C2, ClCCl. The product is CCCCC12CCC(=O)C(C(F)(F)F)=C1c1ccc(O)c(Cl)c1C2. As a reaction SMILES: [B:26]([Br:27])([Br:28])[Br:29].[CH2:1]([CH2:2][CH2:3][CH3:4])[C:5]12[CH2:6][c:7]3[c:8]([Cl:25])[c:9]([O:23][CH3:24])[cH:10][cH:11][c:12]3[C:13]1=[C:14]([C:19]([F:20])([F:21])[F:22])[C:15](=[O:18])[CH2:16][CH2:17]2.[Cl:30][CH2:31][Cl:32]>>[CH2:1]([CH2:2][CH2:3][CH3:4])[C:5]12[CH2:6][c:7]3[c:8]([Cl:25])[c:9]([OH:23])[cH:10][cH:11][c:12]3[C:13]1=[C:14]([C:19]([F:20])([F:21])[F:22])[C:15](=[O:18])[CH2:16][CH2:17]2. Reported procedure: 2-(2,2-Dimethyl-5-oxo-[1,3]-dioxolan-4-ylidene)-N-[2-(4-fluorophenyl)-ethyl]-N-methoxy-acetamide was treated with methanol as described in the preparation Compound 44-D and gave the title ester as a clear oil (66% yield). HRMS (MAB N2) calculated for C14H16FNO5: [M]+: 297.101251. found: 297.101514. 1HNMR 400 MHz (CDCl3) δ (ppm): 2.95 (2H, t, J=7.6 Hz, CH2), 3.73 (3H, s, OCH3), 3.89 (2H, t, J=7.6 Hz, CH2), 3.92 (3H, s, OCH3), 6.44 (1H, s, CH), 7.0 (2H, m, aromatics), 7.19 (2H, m, aromatics). The product is COC(C(=CC(N(OC)CCC1=CC=C(C=C1)F)=O)O)=O (3{[2-(4-Fluoro-phenyl)-ethyl]-methoxy-carbamoyl}-2-hydroxy-acrylic acid methyl ester). The solvent is CO (methanol). The yield is 66.0%. RXN SMILES: C[C:2]1(C)[O:6][C:5](=[CH:7][C:8]([N:10]([CH2:13][CH2:14][C:15]2[CH:20]=[CH:19][C:18]([F:21])=[CH:17][CH:16]=2)[O:11][CH3:12])=[O:9])[C:4](=[O:22])[O:3]1>CO>[CH3:2][O:3][C:4](=[O:22])[C:5]([OH:6])=[CH:7][C:8](=[O:9])[N:10]([CH2:13][CH2:14][C:15]1[CH:16]=[CH:17][C:18]([F:21])=[CH:19][CH:20]=1)[O:11][CH3:12]. Starting materials: CC1(OC(C(O1)=CC(=O)N(OC)CCC1=CC=C(C=C1)F)=O)C (2-(2,2-Dimethyl-5-oxo-[1,3]-dioxolan-4-ylidene)-N-[2-(4-fluorophenyl)-ethyl]-N-methoxy-acetamide). The reactants are C(C)OC(CC=1NC(N(C1)C1CCCCC1)=S)=O ((1-Cyclohexyl-2-thioxo-2,3-dihydro-1H-imidazol-4-yl)-acetic acid ethyl ester), OO (H2O2). Solvent: C(C)(=O)O (acetic acid), C(C)(=O)O (acetic acid). Reaction conditions: time 1 hour. Product: C(C)OC(CC=1N=CN(C1)C1CCCCC1)=O ((1-Cyclohexyl-1H-imidazol-4-yl)-acetic acid ethyl ester). The yield is 0.1%. Reaction SMILES: [CH2:1]([O:3][C:4](=[O:18])[CH2:5][C:6]1[NH:7][C:8](=S)[N:9]([CH:11]2[CH2:16][CH2:15][CH2:14][CH2:13][CH2:12]2)[CH:10]=1)[CH3:2].OO>C(O)(=O)C>[CH2:1]([O:3][C:4](=[O:18])[CH2:5][C:6]1[N:7]=[CH:8][N:9]([CH:11]2[CH2:12][CH2:13][CH2:14][CH2:15][CH2:16]2)[CH:10]=1)[CH3:2]. Procedure details: 80.0 g (0.298 mol) of (1-Cyclohexyl-2-thioxo-2,3-dihydro-1H-imidazol-4-yl)-acetic acid ethyl ester, dissolved in 200 ml acetic acid, were slowly added to H2O2 in 400 ml acetic acid at 0° C. within 90 min at 10° C. After addition the cooling was removed and the mixture was allowed stirring for 1 h. The solution was carefully poured into 80 g Na2SO3 in 300 ml water and ice. The slurry was concentrated and the acidic residue was treated with saturated aqueous K2CO3 and saturated aqueous NaHCO3 (pH ... Starting materials: CC(=O)N1CCC(O)CC1, C=CCBr, CN(C)C=O, CC(C)O, [H-], [Na+]. The product is C=CCOC1CCN(C(C)=O)CC1. As a reaction SMILES: [C:1]([CH3:2])(=[O:3])[N:4]1[CH2:5][CH2:6][CH:7]([OH:10])[CH2:8][CH2:9]1.[CH2:13]([CH:14]=[CH2:15])[Br:16].[CH3:17][N:18]([CH3:19])[CH:20]=[O:21].[CH:22]([OH:23])([CH3:24])[CH3:25].[H-:11].[Na+:12]>>[C:1]([CH3:2])(=[O:3])[N:4]1[CH2:5][CH2:6][CH:7]([O:10][CH2:15][CH:14]=[CH2:13])[CH2:8][CH2:9]1. Starting materials: FC(C=1C=C(C=C(C1)C(F)(F)F)[C@@H]1[C@@H](N(C(O1)=O)CC1=C(C(=CC(=C1)C(F)(F)F)I)C=1C=C(C=CC1Cl)C1=C(C=C(C=C1)C(=O)OC)C)C)(F)F (Methyl 2″-({(4S,5R)-5-[3,5-bis(trifluoromethyl)phenyl]-4-methyl-2-oxo-1,3-oxazolidin-3-yl}methyl)-4′-chloro-6″-iodo-2-methyl-4″-(trifluoromethyl)-1,1′:3′,1″-terphenyl-4-carboxylate), O[Li].O (LiOH.H2O), CCCCCC (hexane), CCOC(=O)C (EtOAc). Run in O1CCOCC1 (dioxane). Conditions: time 8 hour. The product is FC(C=1C=C(C=C(C1)C(F)(F)F)[C@@H]1[C@@H](N(C(O1)=O)CC1=C(C(=CC(=C1)C(F)(F)F)I)C=1C=C(C=CC1Cl)C1=C(C=C(C=C1)C(=O)O)C)C)(F)F (2″-({(4S,5R)-5-[3,5-bis(trifluoromethyl)phenyl]-4-methyl-2-oxo-1,3-oxazolidin-3-yl}methyl)-4′-chloro-6″-iodo-2-methyl-4″-(trifluoromethyl)-1,1′:3′,1″-terphenyl-4-carboxylic Acid). Reaction SMILES: [F:1][C:2]([F:51])([F:50])[C:3]1[CH:4]=[C:5]([C@H:13]2[O:17][C:16](=[O:18])[N:15]([CH2:19][C:20]3[CH:25]=[C:24]([C:26]([F:29])([F:28])[F:27])[CH:23]=[C:22]([I:30])[C:21]=3[C:31]3[CH:32]=[C:33]([C:38]4[CH:43]=[CH:42][C:41]([C:44]([O:46]C)=[O:45])=[CH:40][C:39]=4[CH3:48])[CH:34]=[CH:35][C:36]=3[Cl:37])[C@H:14]2[CH3:49])[CH:6]=[C:7]([C:9]([F:12])([F:11])[F:10])[CH:8]=1.O[Li].O.CCOC(C)=O.CCCCCC>O1CCOCC1>[F:51][C:2]([F:1])([F:50])[C:3]1[CH:4]=[C:5]([C@H:13]2[O:17][C:16](=[O:18])[N:15]([CH2:19][C:20]3[CH:25]=[C:24]([C:26]([F:27])([F:28])[F:29])[CH:23]=[C:22]([I:30])[C:21]=3[C:31]3[CH:32]=[C:33]([C:38]4[CH:43]=[CH:42][C:41]([C:44]([OH:46])=[O:45])=[CH:40][C:39]=4[CH3:48])[CH:34]=[CH:35][C:36]=3[Cl:37])[C@H:14]2[CH3:49])[CH:6]=[C:7]([C:9]([F:12])([F:11])[F:10])[CH:8]=1 |f:1.2|. Procedure details: To a solution of the title compound from Step B (30 mg, 0.035 mmol) in dioxane (2 ml) at room temperature, an aqueous solution of LiOH.H2O (7.36 mg, 0.175 mmol) was added. The mixture was stirred at room temperature for overnight. TLC (EtOAc:hexane/2:8) showed no starting material. The solvent was removed. 1N HCl (1 ml) was added. The mixture was extracted with methylene chloride (3×10 ml). The combined methylene chloride layers were dried over sodium sulfate. The title compound was obtained by ...